This data is from the Open Reaction Database (ORD), a public repository of structured organic reaction records. The task is: describe an organic reaction: reactants, conditions, products, and yield Procedure details: 2-(2-amino-ethoxy)-ethanol (3.83 g; 36.4 mMol) and 40 mL of ethanol were charged to a 100 mL RB flask equipped with a magnetic stirrer. The mixture was stirred and heated to 70° C. 2-{3-[Dimethyl-(2-trimethylsilanyl-ethyl)-silanyl]-propoxymethyl}-oxirane 8 (2 g; 7.28 mMol) mixed with 10 g ethanol was placed in an addition funnel and added dropwise to the flask. The mixture was stirred and maintained at 70° C. for an additional 4 hours. Ethanol was stripped off on the rotovap. The mixture was dis... Run in C(C)O (ethanol), C(C)O (ethanol), C(C)O (Ethanol). Run at temperature 70 celsius. Reactants: NCCOCCO (2-(2-amino-ethoxy)-ethanol), C[Si](CCCOCC1OC1)(CC[Si](C)(C)C)C (2-{3-[Dimethyl-(2-trimethylsilanyl-ethyl)-silanyl]-propoxymethyl}-oxirane). RXN SMILES: [NH2:1][CH2:2][CH2:3][O:4][CH2:5][CH2:6][OH:7].[CH3:8][Si:9]([CH3:24])([CH2:18][CH2:19][Si:20]([CH3:23])([CH3:22])[CH3:21])[CH2:10][CH2:11][CH2:12][O:13][CH2:14][CH:15]1[CH2:17][O:16]1>C(O)C>[CH3:24][Si:9]([CH3:8])([CH2:18][CH2:19][Si:20]([CH3:21])([CH3:23])[CH3:22])[CH2:10][CH2:11][CH2:12][O:13][CH2:14][CH:15]([OH:16])[CH2:17][NH:1][CH2:2][CH2:3][O:4][CH2:5][CH2:6][OH:7]. The product is C[Si](CCCOCC(CNCCOCCO)O)(CC[Si](C)(C)C)C (1-{3-[Dimethyl-(2-trimethylsilanyl-ethyl)-silanyl]-propoxy}-3-[2-(2-hydroxy-ethoxy)-ethylamino]-propan-2-ol).